The task is: describe an organic reaction: reactants, conditions, products, and yield. This data is from the Open Reaction Database (ORD), a public repository of structured organic reaction records. Starting materials: COc1cc(-c2cccc(Cl)c2)c2cc(Br)ccc2n1, C1CCOC1, CON(C)C(=O)c1ccc(Cl)s1, [Cl-], N#N, [NH4+]. Yields the product COc1cc(-c2cccc(Cl)c2)c2cc(C(=O)c3ccc(Cl)s3)ccc2n1. RXN SMILES: [Br:1][c:2]1[cH:3][c:4]2[c:5](-[c:14]3[cH:15][c:16]([Cl:20])[cH:17][cH:18][cH:19]3)[cH:6][c:7]([O:12][CH3:13])[n:8][c:9]2[cH:10][cH:11]1.[CH2:37]1[O:38][CH2:39][CH2:40][CH2:41]1.[CH3:23][O:24][N:25]([C:26](=[O:27])[c:28]1[s:29][c:30]([Cl:33])[cH:31][cH:32]1)[CH3:34].[Cl-:35].[N:21]#[N:22].[NH4+:36]>>[c:2]1([C:26](=[O:27])[c:28]2[s:29][c:30]([Cl:33])[cH:31][cH:32]2)[cH:3][c:4]2[c:5](-[c:14]3[cH:15][c:16]([Cl:20])[cH:17][cH:18][cH:19]3)[cH:6][c:7]([O:12][CH3:13])[n:8][c:9]2[cH:10][cH:11]1.